Dataset: the Open Reaction Database (ORD), a public repository of structured organic reaction records. Task: describe an organic reaction: reactants, conditions, products, and yield The reactants are COC(=O)C(NC(=O)OC(C)(C)C)C(c1ccc(Cl)cc1)c1ccc(Cl)cc1, ClCCl, O=C(O)C(F)(F)F. Yields the product COC(=O)C(N)C(c1ccc(Cl)cc1)c1ccc(Cl)cc1. Reaction SMILES: [CH3:1][O:2][C:3]([CH:4]([CH:5]([c:6]1[cH:7][cH:8][c:9]([Cl:12])[cH:10][cH:11]1)[c:13]1[cH:14][cH:15][c:16]([Cl:19])[cH:17][cH:18]1)[NH:20][C:21]([O:22][C:23]([CH3:24])([CH3:25])[CH3:26])=[O:27])=[O:28].[Cl:36][CH2:37][Cl:38].[F:29][C:30]([F:31])([F:32])[C:33]([OH:34])=[O:35]>>[CH3:1][O:2][C:3]([CH:4]([CH:5]([c:6]1[cH:7][cH:8][c:9]([Cl:12])[cH:10][cH:11]1)[c:13]1[cH:14][cH:15][c:16]([Cl:19])[cH:17][cH:18]1)[NH2:20])=[O:28]. Starting materials: C(C(C)C)C(=O)C (methyl isobutyl ketone), C(C)N(C=1C=C(C=CC1)O)CC (3-diethylaminophenol), C([O-])([O-])=O.[K+].[K+] (potassium carbonate), C(C)Br (ethyl bromide). The solvent is O (water). Conditions: time 30 minute. Product: C(C)N(C=1C=C(C=CC1)OCC)CC (3-diethylaminophenetol). Isolated yield 97.2%. Reaction SMILES: [CH2:1](C(C)=O)[CH:2](C)C.[CH2:8]([N:10]([CH2:18][CH3:19])[C:11]1[CH:12]=[C:13]([OH:17])[CH:14]=[CH:15][CH:16]=1)[CH3:9].C(=O)([O-])[O-].[K+].[K+].C(Br)C>O>[CH2:18]([N:10]([CH2:8][CH3:9])[C:11]1[CH:12]=[C:13]([O:17][CH2:1][CH3:2])[CH:14]=[CH:15][CH:16]=1)[CH3:19] |f:2.3.4|. Procedure details: A 1 liter reactor is charged with 150 ml of methyl isobutyl ketone, 73.1 g of 3-diethylaminophenol and 153.3 g of ground potassium carbonate. The mixture is stirred for 30 minutes, then 72.7 g of ethyl bromide are added and the autoclave is closed. The reaction mixture is heated first for 3 hours to 115°-129° C. and then for a further 5 hours at 140°-142° C. (pressure: 4 bar). After cooling to c. 25° C. and addition of water, the product is isolated with the organic phase, which is washed with w...